This data is from the Open Reaction Database (ORD), a public repository of structured organic reaction records. The task is: describe an organic reaction: reactants, conditions, products, and yield The reactants are ClC1=CC=CC2=C1C(N(CC=1N2C=NC1C(=O)OCC)C)=O (ethyl 7-chloro-5,6-dihydro-5-methyl-6-oxo-4H-imidazo[1,5-a][1,4]benzodiazepine-3-carboxylate), [C-]#N.[K+] (potassium cyanide), C1(CCCC1)O (cyclopentanol). Product: ClC1=CC=CC2=C1C(N(CC=1N2C=NC1C(=O)OC1CCCC1)C)=O (cyclopentyl 7-chloro-5,6-dihydro-5-methyl-6-oxo-4H-imidazo[1,5-a][1,4]benzodiazepine-3-carboxylate). As a reaction SMILES: [Cl:1][C:2]1[C:7]2[C:8](=[O:22])[N:9]([CH3:21])[CH2:10][C:11]3[N:12]([CH:13]=[N:14][C:15]=3[C:16]([O:18][CH2:19][CH3:20])=[O:17])[C:6]=2[CH:5]=[CH:4][CH:3]=1.[C-]#N.[K+].[CH:26]1(O)[CH2:30]CC[CH2:27]1>>[Cl:1][C:2]1[C:7]2[C:8](=[O:22])[N:9]([CH3:21])[CH2:10][C:11]3[N:12]([CH:13]=[N:14][C:15]=3[C:16]([O:18][CH:19]3[CH2:30][CH2:26][CH2:27][CH2:20]3)=[O:17])[C:6]=2[CH:5]=[CH:4][CH:3]=1 |f:1.2|. Reported procedure: 3.19 g (10 mmol) of ethyl 7-chloro-5,6-dihydro-5-methyl-6-oxo-4H-imidazo[1,5-a][1,4]benzodiazepine-3-carboxylate, 70 mg of powdered potassium cyanide and 10 ml of cyclopentanol are stirred at 120° overnight, subsequently evaporated and the residue is chromatographed on silica gel while eluting with ethyl acetate. By recrystallization from ethyl acetate there is obtained cyclopentyl 7-chloro-5,6-dihydro-5-methyl-6-oxo-4H-imidazo[1,5-a][1,4]benzodiazepine-3-carboxylate of melting point 162°-163°. Starting materials: C1(=CC=C(C=C1)S(=O)(=O)Cl)C (p-toluenesulfonyl chloride), OC[C@@H]1NC([C@@H]1NC(COC1=CC=CC=C1)=O)=O (cis-2-hydroxymethyl-4-oxo-3-phenoxyacetylaminoazetidine), CCCCCC (hexane), C(C(O)C)(=O)O (lactic acid). Run in N1=CC=CC=C1 (pyridine), C(C)(=O)OCC (ethyl acetate), C(C)(=O)OCC (ethyl acetate). Run at time 3 hour. The product is O=C1[C@@H]([C@@H](N1)COS(=O)(=O)C1=CC=C(C=C1)C)NC(COC1=CC=CC=C1)=O (cis-4-oxo-3-phenoxyacetylamino-2-p-toluenesulfonyloxymethyl-azetidine). As a reaction SMILES: [C:1]1([CH3:11])[CH:6]=[CH:5][C:4]([S:7](Cl)(=[O:9])=[O:8])=[CH:3][CH:2]=1.[OH:12][CH2:13][C@H:14]1[C@@H:17]([NH:18][C:19](=[O:28])[CH2:20][O:21][C:22]2[CH:27]=[CH:26][CH:25]=[CH:24][CH:23]=2)[C:16](=[O:29])[NH:15]1.C(O)(=O)C(C)O.CCCCCC>N1C=CC=CC=1.C(OCC)(=O)C>[O:29]=[C:16]1[NH:15][C@@H:14]([CH2:13][O:12][S:7]([C:4]2[CH:5]=[CH:6][C:1]([CH3:11])=[CH:2][CH:3]=2)(=[O:9])=[O:8])[C@H:17]1[NH:18][C:19](=[O:28])[CH2:20][O:21][C:22]1[CH:23]=[CH:24][CH:25]=[CH:26][CH:27]=1. Procedure: To a solution of 4.30 g (0.022 mole) of 98% p-toluenesulfonyl chloride in 24 ml of anhydrous pyridine at 0° (ice bath) was added 2.64 g (0.011 mole) of cis-2-hydroxymethyl-4-oxo-3-phenoxyacetylaminoazetidine in one portion. The solution was stirred at 0° for 3 hours then was stored at -25° overnight. After warming to 0°, 1.0 ml of 85% lactic acid was added and stirring was continued for 1 hour. The reaction mixture was poured into ethyl acetate and extracted successively with water, dilute aqueo... Procedure: To a solution of the compound (3 g) obtained in the above (1) in tetrahydrofuran (20 ml) was added lithium borohydride (170 mg), and the mixture was stirred at room temperature overnight. To the reaction mixture was added water, and the mixture was extracted with ethyl acetate. The organic layer was washed with a saturated brine, dried over sodium sulfate, and the solvent was evaporated under reduced pressure. The residue was purified by silica gel column chromatography [n-hexane:ethyl acetate (... Reaction conditions: time 8 hour. The solvent is O1CCCC1 (tetrahydrofuran). Yields the product ClC1=CC(=C(C=C1)N=C1SC=C(N1CCCN(C(OC(C)(C)C)=O)CCO)C1=CC=C(C=C1)F)OC (tert-Butyl 3-[2-[(4-chloro-2-methoxyphenyl)imino]-4-(4-fluoro-phenyl)thiazol-3(2H)-yl]propyl(2-hydroxyethyl)carbamate). Starting materials: O (water), compound, C(C)(C)(C)OC(=O)N(CC(=O)OCC)CCCN1C(SC=C1C1=CC=C(C=C1)F)=NC1=C(C=C(C=C1)Cl)OC (Ethyl N-(tert-butoxycarbonyl)-N-{3-[2-[(4-chloro-2-methoxyphenyl)-imino]-4-(4-fluorophenyl)thiazol-3(2H)-yl]propyl}glycinate), [BH4-].[Li+] (lithium borohydride). Reaction SMILES: [C:1]([O:5][C:6]([N:8]([CH2:15][CH2:16][CH2:17][N:18]1[C:22]([C:23]2[CH:28]=[CH:27][C:26]([F:29])=[CH:25][CH:24]=2)=[CH:21][S:20][C:19]1=[N:30][C:31]1[CH:36]=[CH:35][C:34]([Cl:37])=[CH:33][C:32]=1[O:38][CH3:39])[CH2:9][C:10](OCC)=[O:11])=[O:7])([CH3:4])([CH3:3])[CH3:2].[BH4-].[Li+].O>O1CCCC1>[Cl:37][C:34]1[CH:35]=[CH:36][C:31]([N:30]=[C:19]2[N:18]([CH2:17][CH2:16][CH2:15][N:8]([CH2:9][CH2:10][OH:11])[C:6](=[O:7])[O:5][C:1]([CH3:4])([CH3:3])[CH3:2])[C:22]([C:23]3[CH:24]=[CH:25][C:26]([F:29])=[CH:27][CH:28]=3)=[CH:21][S:20]2)=[C:32]([O:38][CH3:39])[CH:33]=1 |f:1.2|. The reactants are [BH4-], COC(=O)CCCCCCCC(=O)O, CO, CCOC(=O)Cl, [Na+], C1CCOC1, O. Yields the product COC(=O)CCCCCCCCO. RXN SMILES: [BH4-:21].[CH3:1][O:2][C:3]([CH2:4][CH2:5][CH2:6][CH2:7][CH2:8][CH2:9][CH2:10][C:11](=[O:12])[OH:13])=[O:14].[CH3:23][OH:24].[Cl:15][C:16]([O:17][CH2:18][CH3:19])=[O:20].[Na+:22].[O:25]1[CH2:26][CH2:27][CH2:28][CH2:29]1.[OH2:30]>>[CH3:1][O:2][C:3]([CH2:4][CH2:5][CH2:6][CH2:7][CH2:8][CH2:9][CH2:10][CH2:11][OH:12])=[O:14]. Reactants: N1CCC(CC1)O (4-piperidinol), C1(CCC1)=O (cyclobutanone), C(C)(=O)O[BH-](OC(C)=O)OC(C)=O.[Na+] (sodium triacetoxyborohydride). Run in C(CCl)Cl (ethylene dichloride). Reaction conditions: time 5 hour. Product: C1(CCC1)N1CCC(CC1)O (1-Cyclobutyl-4-piperidinol). Yield: 81.3%. As a reaction SMILES: [NH:1]1[CH2:6][CH2:5][CH:4]([OH:7])[CH2:3][CH2:2]1.[C:8]1(=O)[CH2:11][CH2:10][CH2:9]1.C(O[BH-](OC(=O)C)OC(=O)C)(=O)C.[Na+]>C(Cl)CCl>[CH:8]1([N:1]2[CH2:6][CH2:5][CH:4]([OH:7])[CH2:3][CH2:2]2)[CH2:11][CH2:10][CH2:9]1 |f:2.3|. Reported procedure: A solution of 4-piperidinol (80 g, 0.792 moles) and cyclobutanone (67.2 g, 0.96 moles) in ethylene dichloride (1 L) was treated with sodium triacetoxyborohydride (251.1 g, 1.184 moles) portion wise and the mixture was stirred at room temperature for 5 hours. The reaction mixture was quenched in chilled water (1 L) and the resulting mass was basified with lye solution. The layers were separated, and the aqueous layer was extracted with dichloromethane (2×500 mL). The combined organic layers were ... The reactants are ClC=1C=C(C=CC1Cl)O (3,4-dichlorophenol), C(C)(=O)OC(C)=O (acetic anhydride), ice, S(O)(O)(=O)=O (Sulfuric acid). Run in O (water). Yields the product C(C)(=O)OC1=CC(=C(C=C1)Cl)Cl (3,4-Dichlorophenyl Acetate). Reaction SMILES: [Cl:1][C:2]1[CH:3]=[C:4]([OH:9])[CH:5]=[CH:6][C:7]=1[Cl:8].[C:10](OC(=O)C)(=[O:12])[CH3:11].S(=O)(=O)(O)O>O>[C:10]([O:9][C:4]1[CH:5]=[CH:6][C:7]([Cl:8])=[C:2]([Cl:1])[CH:3]=1)(=[O:12])[CH3:11]. Reported procedure: At room temperature, 3,4-dichlorophenol (298.5 g, 1.83 mol) was dissolved in 191 ml (207 g, 2.02 mol) of acetic anhydride in a 1 liter flask equipped with mechanical stirrer and condenser. Sulfuric acid (3 ml) was added, resulting in a strong exotherm. After 2 hours the mixture was poured into 2 liters of ice and water and extracted 3×1 liter diethyl ether. The organic layers were combined, washed 1×1 liter water, 2×1 liter saturated sodium bicarbonate and 1×1 liter saturated brine, dried over m... The reactants are CC(CC(F)(F)F)C(=O)O, CN(C)c1ccncc1, C(=NC1CCCCC1)=NC1CCCCC1, ClCCl, CC(N)c1ccccc1. Yields the product CC(CC(F)(F)F)C(=O)NC(C)c1ccccc1. RXN SMILES: [CH3:1][CH:2]([C:3](=[O:4])[OH:5])[CH2:6][C:7]([F:8])([F:9])[F:10].[CH3:38][N:39]([c:40]1[cH:41][cH:42][n:43][cH:44][cH:45]1)[CH3:46].[CH:20]1([N:21]=[C:22]=[N:23][CH:24]2[CH2:25][CH2:26][CH2:27][CH2:28][CH2:29]2)[CH2:30][CH2:31][CH2:32][CH2:33][CH2:34]1.[Cl:35][CH2:36][Cl:37].[c:11]1([CH:17]([CH3:18])[NH2:19])[cH:12][cH:13][cH:14][cH:15][cH:16]1>>[CH3:1][CH:2]([C:3](=[O:4])[NH:19][CH:17]([c:11]1[cH:12][cH:13][cH:14][cH:15][cH:16]1)[CH3:18])[CH2:6][C:7]([F:8])([F:9])[F:10].